This data is from the Open Reaction Database (ORD), a public repository of structured organic reaction records. The task is: describe an organic reaction: reactants, conditions, products, and yield The reactants are C=CC1CC1(NC(=O)C1CN(C(=O)OC(C)(C)C)Cc2c[nH]nc21)C(=O)O, O=C(n1ccnc1)n1ccnc1, C1CCC2=NCCCN2CC1, NS(=O)(=O)C1CC1. Product: C=CC1CC1(NC(=O)C1CN(C(=O)OC(C)(C)C)Cc2c[nH]nc21)C(=O)NS(=O)(=O)C1CC1. As a reaction SMILES: [C:1]([CH3:2])([CH3:3])([CH3:4])[O:5][C:6](=[O:7])[N:8]1[CH2:9][c:10]2[c:11]([n:25][nH:26][cH:27]2)[CH:12]([C:14](=[O:15])[NH:16][C:17]2([C:22](=[O:23])[OH:24])[CH:18]([CH:20]=[CH2:21])[CH2:19]2)[CH2:13]1.[C:28]([n:29]1[cH:30][cH:31][n:32][cH:33]1)([n:34]1[cH:35][cH:36][n:37][cH:38]1)=[O:39].[CH2:47]1[CH2:48][CH2:49][C:50]2=[N:55][CH2:54][CH2:53][CH2:52][N:51]2[CH2:56][CH2:57]1.[CH:40]1([S:43](=[O:44])(=[O:45])[NH2:46])[CH2:41][CH2:42]1>>[C:1]([CH3:2])([CH3:3])([CH3:4])[O:5][C:6](=[O:7])[N:8]1[CH2:9][c:10]2[c:11]([n:25][nH:26][cH:27]2)[CH:12]([C:14](=[O:15])[NH:16][C:17]2([C:22](=[O:24])[NH:46][S:43]([CH:40]3[CH2:41][CH2:42]3)(=[O:44])=[O:45])[CH:18]([CH:20]=[CH2:21])[CH2:19]2)[CH2:13]1.